This data is from the Open Reaction Database (ORD), a public repository of structured organic reaction records. The task is: describe an organic reaction: reactants, conditions, products, and yield The reactants are CCCCc1c(C(=O)C(Cl)(Cl)Cl)c2ccccc2n1C, C1CCOC1, Cl, [Na+], [OH-]. Yields the product CCCCc1c(C(=O)O)c2ccccc2n1C. Reaction SMILES: [CH2:1]([CH2:2][CH2:3][CH3:4])[c:5]1[n:6]([CH3:20])[c:7]2[cH:8][cH:9][cH:10][cH:11][c:12]2[c:13]1[C:14]([C:15]([Cl:16])([Cl:17])[Cl:18])=[O:19].[CH2:24]1[O:25][CH2:26][CH2:27][CH2:28]1.[ClH:23].[Na+:22].[OH-:21]>>[CH2:1]([CH2:2][CH2:3][CH3:4])[c:5]1[n:6]([CH3:20])[c:7]2[cH:8][cH:9][cH:10][cH:11][c:12]2[c:13]1[C:14]([OH:19])=[O:21]. Reaction conditions: temperature 0 celsius, time 30 minute. Starting materials: BrC1=C(C=C(C=C1OC)COC)OC (2-bromo-1,3-dimethoxy-5-(methoxymethyl)benzene), solution, CCCCCC (hexane), COB(OC)OC (trimethoxyborane), Cl (hydrochloric acid). The product is COC1=C(C(=CC(=C1)COC)OC)OB(O)O (2,6-Dimethoxy-4-(methoxymethyl)phenylboric acid). The yield is 66.9%. Reaction SMILES: Br[C:2]1[C:7]([O:8][CH3:9])=[CH:6][C:5]([CH2:10][O:11][CH3:12])=[CH:4][C:3]=1[O:13][CH3:14].CCCCCC.C[O:22][B:23]([O:26]C)[O:24]C.Cl>O1CCCC1.C1(C)C=CC=CC=1>[CH3:14][O:13][C:3]1[CH:4]=[C:5]([CH2:10][O:11][CH3:12])[CH:6]=[C:7]([O:8][CH3:9])[C:2]=1[O:22][B:23]([OH:26])[OH:24]. Procedure: Under cooling in an dry ice-acetone bath in nitrogen flow, to a solution of 2-bromo-1,3-dimethoxy-5-(methoxymethyl)benzene (20.0 g, 76.6 mmol) in tetrahydrofuran (200 mL) was added a solution (50.9 mL, 80.4 mmol) of 1.58Mn-butyllithiumin hexane, and the reaction mixture was stirred for 30 minute. Then, to the reaction mixture was added a solution of trimethoxyborane (8.75 g, 84.2 mmol) in tetrahydrofuran (20 mL), and the reaction temperature was raised up to 0° C. under stirring. To the reaction... Run in C1(=CC=CC=C1)C (toluene), O1CCCC1 (tetrahydrofuran), O1CCCC1 (tetrahydrofuran). The reactants are CC(C)(C)OC(=O)N1CCC(O)CC1, COC(=O)COc1ccc(O)cc1[N+](=O)[O-], CC(C)OC(=O)N=NC(=O)OC(C)C, C1CCOC1, c1ccc(P(c2ccccc2)c2ccccc2)cc1. Product: COC(=O)COc1ccc(OC2CCN(C(=O)OC(C)(C)C)CC2)cc1[N+](=O)[O-]. RXN SMILES: [C:17]([CH3:18])([CH3:19])([CH3:20])[O:21][C:22](=[O:23])[N:24]1[CH2:25][CH2:26][CH:27]([OH:30])[CH2:28][CH2:29]1.[CH3:1][O:2][C:3](=[O:4])[CH2:5][O:6][c:7]1[c:8]([N+:14](=[O:15])[O-:16])[cH:9][c:10]([OH:13])[cH:11][cH:12]1.[O:50]=[C:51]([O:52][CH:53]([CH3:54])[CH3:55])[N:56]=[N:57][C:58]([O:59][CH:60]([CH3:61])[CH3:62])=[O:63].[O:64]1[CH2:65][CH2:66][CH2:67][CH2:68]1.[c:31]1([P:32]([c:33]2[cH:34][cH:35][cH:36][cH:37][cH:38]2)[c:39]2[cH:40][cH:41][cH:42][cH:43][cH:44]2)[cH:45][cH:46][cH:47][cH:48][cH:49]1>>[CH3:1][O:2][C:3](=[O:4])[CH2:5][O:6][c:7]1[c:8]([N+:14](=[O:15])[O-:16])[cH:9][c:10]([O:13][CH:27]2[CH2:26][CH2:25][N:24]([C:22]([O:21][C:17]([CH3:18])([CH3:19])[CH3:20])=[O:23])[CH2:29][CH2:28]2)[cH:11][cH:12]1. Reactants: [Cr](=O)(=O)([O-])O[Cr](=O)(=O)[O-] (dichromate), C=C1CCC(CC1)CO (4-methylene-1-cyclohexanemethanol). The solvent is C(Cl)Cl (CH2Cl2), C(Cl)Cl (CH2Cl2). Run at temperature 60 celsius. Yields the product C=C1CCC(CC1)C=O (4-Methylenecyclohexane-1-carbaldehyde). RXN SMILES: [Cr](O[Cr]([O-])(=O)=O)([O-])(=O)=O.[CH2:10]=[C:11]1[CH2:16][CH2:15][CH:14]([CH2:17][OH:18])[CH2:13][CH2:12]1>C(Cl)Cl>[CH2:10]=[C:11]1[CH2:16][CH2:15][CH:14]([CH:17]=[O:18])[CH2:13][CH2:12]1. Reported procedure: To pydridinium dichromate (223 g., 0.59 mole) in 1 liter CH2Cl2, stirring under N2, was added dropwise 4-methylene-1-cyclohexanemethanol (50 g., 0.40 mole) in 75 ml. CH2Cl2 over a few minutes. After stirring for 21 hours at room temperature, the reaction mixture was heated at 60° C. for 24 hours. The reaction mixture was cooled, diluted with 400 ml. ether and decanted from solids. The solids were slurried with 400 ml. of fresh ether and decanted. The combined organic decants were filtered over f... Starting materials: C(CCC)NC=1C=CC=2N(N1)C(=CN2)C2=CC=C(C(=O)NCC1OC(OC1)(C)C)C=C2 (4-(6-butylamino-imidazo[1,2-b]pyridazin-3-yl)-N-(2,2-dimethyl-[1,3]dioxolan-4-ylmethyl)-benzamide), CC(=O)O (AcOH). Run in O (water). Run at temperature 60 celsius. The product is C(CCC)NC=1C=CC=2N(N1)C(=CN2)C2=CC=C(C(=O)NCC(CO)O)C=C2 (4-(6-Butylamino-imidazo[1,2-b]pyridazin-3-yl)-N-(2,3-dihydroxy-propyl)-benzamide). Isolated yield 78.6%. Reaction SMILES: [CH2:1]([NH:5][C:6]1[CH:7]=[CH:8][C:9]2[N:10]([C:12]([C:15]3[CH:31]=[CH:30][C:18]([C:19]([NH:21][CH2:22][CH:23]4[CH2:27][O:26]C(C)(C)[O:24]4)=[O:20])=[CH:17][CH:16]=3)=[CH:13][N:14]=2)[N:11]=1)[CH2:2][CH2:3][CH3:4].CC(O)=O>O>[CH2:1]([NH:5][C:6]1[CH:7]=[CH:8][C:9]2[N:10]([C:12]([C:15]3[CH:31]=[CH:30][C:18]([C:19]([NH:21][CH2:22][CH:23]([OH:24])[CH2:27][OH:26])=[O:20])=[CH:17][CH:16]=3)=[CH:13][N:14]=2)[N:11]=1)[CH2:2][CH2:3][CH3:4]. Procedure: To 150 mg (0.355 mmol) of 4-(6-butylamino-imidazo[1,2-b]pyridazin-3-yl)-N-(2,2-dimethyl-[1,3]dioxolan-4-ylmethyl)-benzamide was added 15 ml of AcOH and 5 mL of water and heated to 60° C. for 1.5 hr. It was concentrated and the crude was purified on the acetic PREP HPLC to yield 107 mg (79%) of the titled compound. 1H NMR (400 MHz, METHANOL-d4) δ ppm 1.00 (t, J=7.39 Hz, 3H) 1.42-1.55 (m, 2H) 1.66-1.76 (m, 2H) 3.40 (t, J=7.17 Hz, 2H) 3.43-3.52 (m, 1H) 3.56-3.65 (m, 3H) 3.84-3.93 (m, 1H) 7.24 (d, J... Reactants: BrC1=C(C=C(C=C1)C1=CN=C(N=N1)N)F (6-(4-bromo-3-fluorophenyl)-1,2,4-triazin-3-amine), COC1=CC=C(OCC=O)C=C1 ((4-methoxyphenoxy)acetaldehyde), N1[C@@H](C(=O)O)CCC1 (D-proline), ClN1C(CCC1=O)=O (N-chlorosuccinimide). Solvent: C(Cl)(Cl)Cl (chloroform). Yields the product BrC1=C(C=C(C=C1)C=1C=NC=2N(N1)C(=CN2)OC2=CC=C(C=C2)OC)F (2-(4-bromo-3-fluorophenyl)-7-(4-methoxyphenoxy)imidazo[1,2-b][1,2,4]triazine). RXN SMILES: [CH3:1][O:2][C:3]1[CH:12]=[CH:11][C:6]([O:7][CH2:8][CH:9]=O)=[CH:5][CH:4]=1.N1CCC[C@@H]1C(O)=O.ClN1C(=O)CCC1=O.[Br:29][C:30]1[CH:35]=[CH:34][C:33]([C:36]2[N:41]=[N:40][C:39]([NH2:42])=[N:38][CH:37]=2)=[CH:32][C:31]=1[F:43]>C(Cl)(Cl)Cl>[Br:29][C:30]1[CH:35]=[CH:34][C:33]([C:36]2[CH:37]=[N:38][C:39]3[N:40]([C:8]([O:7][C:6]4[CH:5]=[CH:4][C:3]([O:2][CH3:1])=[CH:12][CH:11]=4)=[CH:9][N:42]=3)[N:41]=2)=[CH:32][C:31]=1[F:43]. Procedure: To a cooled (0° C.) mixture of (4-methoxyphenoxy)acetaldehyde (33.2 mg, 0.2 mmol) and D-proline (4.6 mg, 0.04 mmol) in chloroform (1.0 mL) was added N-chlorosuccinimide (26.7 mg, 0.2 mmol) with stirring. The mixture was stirred at 0° C. for 30 min, then gradually warmed to ambient temperature for 2 h. To the reaction mixture was added 6-(4-bromo-3-fluorophenyl)-1,2,4-triazin-3-amine (26.9 mg, 0.1 mmol). The reaction mixture was stirred for 1 h and then the solvent was removed under reduced press... Reactants: N#Cc1cc2c(Cl)ccnc2cc1OCc1ccccc1, CCOC(C)=O, CS(C)=O, [H-], Cc1c(N)ccc(O)c1C, [Na+], O. Product: Cc1c(N)ccc(Oc2ccnc3cc(OCc4ccccc4)c(C#N)cc23)c1C. RXN SMILES: [CH2:13]([c:14]1[cH:15][cH:16][cH:17][cH:18][cH:19]1)[O:20][c:21]1[c:22]([C:32]#[N:33])[cH:23][c:24]2[c:25]([Cl:31])[cH:26][cH:27][n:28][c:29]2[cH:30]1.[CH3:34][CH2:35][O:36][C:37](=[O:38])[CH3:39].[CH3:40][S:41]([CH3:42])=[O:43].[H-:11].[NH2:1][c:2]1[c:3]([CH3:10])[c:4]([CH3:9])[c:5]([OH:8])[cH:6][cH:7]1.[Na+:12].[OH2:44]>>[NH2:1][c:2]1[c:3]([CH3:10])[c:4]([CH3:9])[c:5]([O:8][c:25]2[c:24]3[cH:23][c:22]([C:32]#[N:33])[c:21]([O:20][CH2:13][c:14]4[cH:15][cH:16][cH:17][cH:18][cH:19]4)[cH:30][c:29]3[n:28][cH:27][cH:26]2)[cH:6][cH:7]1. Starting materials: C1(CC1)C(CC(=O)OCC)C1=CC(=NC=C1F)OCC1=NC(=C(C=C1)C1=C(C=CC(=C1)OC)F)CC(C)(C)C (ethyl 3-cyclopropyl-3-(5-fluoro-2-((5-(2-fluoro-5-methoxyphenyl)-6-neopentylpyridin-2-yl)methoxy)pyridin-4-yl)propanoate), [OH-].[Na+] (sodium hydroxide), Cl (hydrochloric acid). The solvent is C1CCOC1 (THF), CO (methanol). Conditions: temperature 50 celsius, time 20 minute. Yields the product C1(CC1)C(CC(=O)O)C1=CC(=NC=C1F)OCC1=NC(=C(C=C1)C1=C(C=CC(=C1)OC)F)CC(C)(C)C (3-cyclopropyl-3-(5-fluoro-2-((5-(2-fluoro-5-methoxyphenyl)-6-neopentylpyridin-2-yl)methoxy)pyridin-4-yl)propanoic acid). The yield is 91.9%. Reaction SMILES: [CH:1]1([CH:4]([C:11]2[C:16]([F:17])=[CH:15][N:14]=[C:13]([O:18][CH2:19][C:20]3[CH:25]=[CH:24][C:23]([C:26]4[CH:31]=[C:30]([O:32][CH3:33])[CH:29]=[CH:28][C:27]=4[F:34])=[C:22]([CH2:35][C:36]([CH3:39])([CH3:38])[CH3:37])[N:21]=3)[CH:12]=2)[CH2:5][C:6]([O:8]CC)=[O:7])[CH2:3][CH2:2]1.[OH-].[Na+].Cl>C1COCC1.CO>[CH:1]1([CH:4]([C:11]2[C:16]([F:17])=[CH:15][N:14]=[C:13]([O:18][CH2:19][C:20]3[CH:25]=[CH:24][C:23]([C:26]4[CH:31]=[C:30]([O:32][CH3:33])[CH:29]=[CH:28][C:27]=4[F:34])=[C:22]([CH2:35][C:36]([CH3:39])([CH3:38])[CH3:37])[N:21]=3)[CH:12]=2)[CH2:5][C:6]([OH:8])=[O:7])[CH2:2][CH2:3]1 |f:1.2|. Procedure: To a solution of ethyl 3-cyclopropyl-3-(5-fluoro-2-((5-(2-fluoro-5-methoxyphenyl)-6-neopentylpyridin-2-yl)methoxy)pyridin-4-yl)propanoate (379 mg) in THF (2.0 mL) and methanol (1.0 mL) was added 1N aqueous sodium hydroxide solution (2.0 mL), and the mixture was stirred at 50° C. for 20 min. To the reaction mixture was added 1N hydrochloric acid (2.0 mL) at room temperature, and the mixture was extracted with ethyl acetate. The extract was washed with water and saturated brine, and dried over anh... The reactants are C(Cl)(Cl)Cl.CO.[NH4+].[OH-] (CHCl3 MeOH NH4OH), [Si](C)(C)(C(C)(C)C)OCC1=CC(=C(OC(C(=O)OC)C2=CC3=C(C=C2)OCO3)C=C1)CCC (methyl α-(4-tert-butyldimethylsilyloxymethyl-2-n-propylphenoxy)-3,4-methylenedioxyphenylacetate), aqueous solution, [OH-].[Na+] (sodium hydroxide), Cl (HCl). Run in CO (methanol), ClCCl (dichloromethane). Yields the product [Si](C)(C)(C(C)(C)C)OCC1=CC(=C(OC(C(=O)O)C2=CC3=C(C=C2)OCO3)C=C1)CCC (α-(4-tert-butyldimethylsilyloxymethyl-2-n-propylphenoxy)-3,4-methylenedioxyphenylacetic acid). RXN SMILES: [Si:1]([O:8][CH2:9][C:10]1[CH:30]=[CH:29][C:13]([O:14][CH:15]([C:20]2[CH:25]=[CH:24][C:23]3[O:26][CH2:27][O:28][C:22]=3[CH:21]=2)[C:16]([O:18]C)=[O:17])=[C:12]([CH2:31][CH2:32][CH3:33])[CH:11]=1)([C:4]([CH3:7])([CH3:6])[CH3:5])([CH3:3])[CH3:2].[OH-].[Na+].C(Cl)(Cl)Cl.CO.[NH4+].[OH-].Cl>CO.ClCCl>[Si:1]([O:8][CH2:9][C:10]1[CH:30]=[CH:29][C:13]([O:14][CH:15]([C:20]2[CH:25]=[CH:24][C:23]3[O:26][CH2:27][O:28][C:22]=3[CH:21]=2)[C:16]([OH:18])=[O:17])=[C:12]([CH2:31][CH2:32][CH3:33])[CH:11]=1)([C:4]([CH3:7])([CH3:6])[CH3:5])([CH3:3])[CH3:2] |f:1.2,3.4.5.6|. Procedure details: To a solution of 3.20 g (6.78 mmol) of the product of Step B dissolved in 10 mL of methanol and 3 mL of dichloromethane was added 1.42 mL (7.12 mmol) of a 5.0N aqueous solution of sodium hydroxide and the reaction mixture was magnetically stirred at room temperature. After 4 hours TLC analysis (CHCl3 --MeOH--NH4OH 80:15:1) indicated complete hydrolysis and the reaction mixture was adjusted to pH=4 with 1.0N HCl. The reaction mixture was then completely evaporated and dried in vacuo to afford the... The reactants are C(C)OC(=O)CON=C(C(=O)O)C=1N=C(SC1)NC=O (2-ethoxycarbonylmethoxyimino-2-(2-formamidothiazol-4-yl)acetic acid), Cl (hydrochloric acid), C(C)O (ethanol). The solvent is O1CCCC1 (tetrahydrofuran). Run at time 2 hour. The product is C(C)OC(=O)CON=C(C(=O)O)C=1N=C(SC1)N (2-ethoxycarbonylmethoxyimino-2-(2-aminothiazol-4-yl)acetic acid). Isolated yield 70.4%. RXN SMILES: [CH2:1]([O:3][C:4]([CH2:6][O:7][N:8]=[C:9]([C:13]1[N:14]=[C:15]([NH:18]C=O)[S:16][CH:17]=1)[C:10]([OH:12])=[O:11])=[O:5])[CH3:2].Cl.C(O)C>O1CCCC1>[CH2:1]([O:3][C:4]([CH2:6][O:7][N:8]=[C:9]([C:13]1[N:14]=[C:15]([NH2:18])[S:16][CH:17]=1)[C:10]([OH:12])=[O:11])=[O:5])[CH3:2]. Procedure details: A mixture of 2-ethoxycarbonylmethoxyimino-2-(2-formamidothiazol-4-yl)acetic acid (syn isomer) (7.2 g.), conc. hydrochloric acid (10 ml.), ethanol (70 ml.) and tetrahydrofuran (20 ml.) was stirred for 2 hours at ambient temperature. After removing the solvent from the reaction mixture in vacuo, water was added thereto and the mixture was adjusted to pH 3.3 with an aqueous solution of sodium bicarbonate under ice-cooling. Precipitates were collected by filtration and dried to give 2-ethoxycarbonyl...